Dataset: the Open Reaction Database (ORD), a public repository of structured organic reaction records. Task: describe an organic reaction: reactants, conditions, products, and yield Starting materials: C(C)(C)(C)C1(OC1)COC1OCCCC1 (2-tert.-butyl-2-(tetrahydro-2H-pyran-2-yloxy-methyl)-oxirane), N1C=NC=C1 (imidazole), potassium tert.-butylate. The solvent is C(C)(=O)OCC (ethyl acetate), C(C)#N (acetonitrile), C(C)#N (acetonitrile). Yields the product C(C)(C)(C)C(COC1OCCCC1)(CN1C=NC=C1)O (2-tert.-butyl-3-(imidazol-1-yl)-1-(tetrahydro-2H-pyran-2-yloxy)-propan-2-ol). Yield: 71.2%. As a reaction SMILES: [C:1]([C:5]1([CH2:8][O:9][CH:10]2[CH2:15][CH2:14][CH2:13][CH2:12][O:11]2)[CH2:7][O:6]1)([CH3:4])([CH3:3])[CH3:2].[NH:16]1[CH:20]=[CH:19][N:18]=[CH:17]1>C(#N)C.C(OCC)(=O)C>[C:1]([C:5]([OH:6])([CH2:7][N:16]1[CH:20]=[CH:19][N:18]=[CH:17]1)[CH2:8][O:9][CH:10]1[CH2:15][CH2:14][CH2:13][CH2:12][O:11]1)([CH3:4])([CH3:3])[CH3:2]. Procedure: A solution of 59 g (0.28 mol of 2-tert.-butyl-2-(tetrahydro-2H-pyran-2-yloxy-methyl)-oxirane in 100 ml of acetonitrile is added dropwise to a mixture of 119 g 1.75 mol of imidazole, 1 g 9 mols) of potassium tert.-butylate and 500 ml of acetonitrile under a nitrogen atmosphere, the reaction mixture being boiled under reflux. When the addition has ended, the mixture is boiled under reflux for a further 10 hours, the solvent is then stripped off under reduced pressure and the residue which remains ... Reaction SMILES: Br[CH2:2][CH2:3][CH2:4][CH2:5][CH3:6].[CH:7]1([Mg]Cl)[CH:11]=[CH:10][CH:9]=[CH:8]1>>[CH2:2]([C:11]1[CH2:10][CH:9]=[CH:8][CH:7]=1)[CH2:3][CH2:4][CH2:5][CH3:6]. Starting materials: BrCCCCC (1-bromopentane), C1(C=CC=C1)[Mg]Cl (cyclopentadienyl magnesium chloride). Procedure: To 1-bromopentane (109.8 g, 0.727 mol) was added cyclopentadienyl magnesium chloride (800 mL of 1M solution in THF, 0.8 mol) at 0° C. in 15 minutes. After stirring for an additional 2 hours at 0° C., the mixture was warmed to room temperature. After stirring overnight, the reaction was quenched with a mixture of ice and water. The mixture was extracted with pentane. The organic layer was washed with water and dried over anhydrous sodium sulfate. Removal of the solvent under vacuum at room temper... The product is C(CCCC)C1=CC=CC1 (pentylcyclopentadiene). Run at temperature 0 celsius, time 2 hour. Reactants: Fc1ccc(SCCCCl)cc1, O=C(OO)c1cccc(Cl)c1. The product is O=S(CCCCl)c1ccc(F)cc1. RXN SMILES: [F:1][c:2]1[cH:3][cH:4][c:5]([S:8][CH2:9][CH2:10][CH2:11][Cl:12])[cH:6][cH:7]1.[OH:13][O:14][C:15]([c:16]1[cH:17][c:18]([Cl:19])[cH:20][cH:21][cH:22]1)=[O:23]>>[F:1][c:2]1[cH:3][cH:4][c:5]([S:8]([CH2:9][CH2:10][CH2:11][Cl:12])=[O:13])[cH:6][cH:7]1.